Dataset: the Open Reaction Database (ORD), a public repository of structured organic reaction records. Task: describe an organic reaction: reactants, conditions, products, and yield Reactants: ClC1=CC(=NC(=N1)C1=CC=CC=C1)NC(CN1CCC(CC1)CC1=CC=CC=C1)=O (N-(6-chloro-2-phenylpyrimidin-4-yl)-2-(4-benzylpiperidin-1-yl)acetamide), C(C)(C)N(C(C)C)CC (N,N-diisopropylethylamine), Cl.NCC(=O)N (glycinamide hydrochloride). Reaction conditions: temperature 100 celsius. The product is NC(CNC1=CC(=NC(=N1)C1=CC=CC=C1)NC(CN1CCC(CC1)CC1=CC=CC=C1)=O)=O (N-{6-[(2-Amino-2-oxoethyl)amino]-2-phenylpyrimidin-4-yl}-2-(4-benzylpiperidin-1-yl)acetamide). Isolated yield 39.9%. As a reaction SMILES: Cl[C:2]1[N:7]=[C:6]([C:8]2[CH:13]=[CH:12][CH:11]=[CH:10][CH:9]=2)[N:5]=[C:4]([NH:14][C:15](=[O:30])[CH2:16][N:17]2[CH2:22][CH2:21][CH:20]([CH2:23][C:24]3[CH:29]=[CH:28][CH:27]=[CH:26][CH:25]=3)[CH2:19][CH2:18]2)[CH:3]=1.C(N(CC)C(C)C)(C)C.Cl.[NH2:41][CH2:42][C:43]([NH2:45])=[O:44]>>[NH2:45][C:43](=[O:44])[CH2:42][NH:41][C:2]1[N:7]=[C:6]([C:8]2[CH:13]=[CH:12][CH:11]=[CH:10][CH:9]=2)[N:5]=[C:4]([NH:14][C:15](=[O:30])[CH2:16][N:17]2[CH2:22][CH2:21][CH:20]([CH2:23][C:24]3[CH:29]=[CH:28][CH:27]=[CH:26][CH:25]=3)[CH2:19][CH2:18]2)[CH:3]=1 |f:2.3|. Procedure details: To a crude sample of N-(6-chloro-2-phenylpyrimidin-4-yl)-2-(4-benzylpiperidin-1-yl)acetamide (22.55) (0.75 g in 60 ml DMSO) were added glycinamide hydrochloride (1.85 g in 10 ml DMSO) and N,N-diisopropylethylamine (2.96 ml) and the mixture heated to 100° C. for 16 hrs. The solvent was then removed in vacuo and the residue purified by flash chromatography on silica gel using mixtures of dichloromethane and methanol (97:3, 95:5 then 93:7 v/v/v). Further purification by recrystallization from metha... RXN SMILES: [CH3:25][CH:26]1[NH:27][CH2:28][CH2:29][CH2:30]1.[CH3:31][N:32]1[CH2:33][CH2:34][CH2:35][C:36]1=[O:37].[Cl:1][c:2]1[n:3][n:4][cH:5][c:6]2[cH:7][c:8](-[c:12]3[cH:13][c:14]([C:15](=[O:16])[NH:17][CH:18]4[CH2:19][CH2:20]4)[cH:21][cH:22][c:23]3[CH3:24])[cH:9][cH:10][c:11]12>>[c:2]1([N:27]2[CH:26]([CH3:25])[CH2:30][CH2:29][CH2:28]2)[n:3][n:4][cH:5][c:6]2[cH:7][c:8](-[c:12]3[cH:13][c:14]([C:15](=[O:16])[NH:17][CH:18]4[CH2:19][CH2:20]4)[cH:21][cH:22][c:23]3[CH3:24])[cH:9][cH:10][c:11]12. Reactants: CC1CCCN1, CN1CCCC1=O, Cc1ccc(C(=O)NC2CC2)cc1-c1ccc2c(Cl)nncc2c1. The product is Cc1ccc(C(=O)NC2CC2)cc1-c1ccc2c(N3CCCC3C)nncc2c1. As a reaction SMILES: N[C:2]1[S:3][C:4]([C:16]([O:18][CH2:19][CH3:20])=[O:17])=[C:5]([C:7]2[CH:12]=[CH:11][C:10]([N+:13]([O-:15])=[O:14])=[CH:9][CH:8]=2)[N:6]=1.NC(N)=S.[ClH:25].N([O-])=O.[Na+]>Cl[Cu].O.CC(O)=O>[Cl:25][C:2]1[S:3][C:4]([C:16]([O:18][CH2:19][CH3:20])=[O:17])=[C:5]([C:7]2[CH:12]=[CH:11][C:10]([N+:13]([O-:15])=[O:14])=[CH:9][CH:8]=2)[N:6]=1 |f:3.4|. Starting materials: N(=O)[O-].[Na+] (NaNO2), NC=1SC(=C(N1)C1=CC=C(C=C1)[N+](=O)[O-])C(=O)OCC (ethyl 2-amino-4-p-nitrophenyl-5-thiazolecarboxylate), Cl (HCl), NC(=S)N (thiourea), NC=1SC(=C(N1)C1=CC=C(C=C1)[N+](=O)[O-])C(=O)OCC (ethyl 2-amino-4-(p-nitrophenyl)-5-thiazolecarboxylate), Cl (HCl). The solvent is CC(=O)O (HOAc), O (water). Reaction conditions: time 10 minute. Product: ClC=1SC(=C(N1)C1=CC=C(C=C1)[N+](=O)[O-])C(=O)OCC (Ethyl 2-Chloro-4-(p-Nitrophenyl)-5Thiazolecarboxylate). Procedure: Ethyl 2-chloro-p-nitrobenzoylacetate, obtained from ethyl p-nitrobenzoylacetate and sulfuryl chloride in accordance with the procedure of Balog et al, Studio. Univ. Bebes. Boylai., Vol. 1, No. 2, Page 155 (1960), was converted to ethyl 2-amino-4-p-nitrophenyl-5-thiazolecarboxylate with thiourea in accordance with a procedure in the above-mentioned publication. To a cooled (15° C.) solution of 10.0 g (0.0334 mole) of ethyl 2-amino-4-(p-nitrophenyl)-5-thiazolecarboxylate in 100 ml. of concentrated... Reagents/catalysts: Cl[Cu] (CuCl). Starting materials: O=C1N(C(C2=CC=CC=C12)=O)CCN1C=C2C=3C(=CC(=CC13)NC(=O)[C@H]1[C@@H](C1)C1=CC=CC=C1)C(NN=C2)=O ((1R,2R)-2-Phenyl-cyclopropanecarboxylic Acid {1-[2-(1,3-dioxo-1,3-dihydro-isoindol-2-yl)-ethyl]-6-oxo-5,6-dihydro-1H-[1,2]diazepino[4,5,6-cd]indol-8-yl}-amide), NN (hydrazine), C(C)O (ethanol). Product: C(C)(=O)O.NCCN1C=C2C=3C(=CC(=CC13)NC(=O)[C@H]1[C@@H](C1)C1=CC=CC=C1)C(NN=C2)=O ((1R,2R)-2-Phenyl-cyclopropanecarboxylic Acid [1-(2-amino-ethyl)-6-oxo-5,6-dihydro-1H-[1,2]diazepino[4,5,6-cd]indol-8-yl]-amide; Compound with Acetic Acid). The yield is 89.0%. As a reaction SMILES: O=C1C2C(=CC=CC=2)C(=O)[N:3]1[CH2:12][CH2:13][N:14]1[C:22]2[CH:21]=[C:20]([NH:23][C:24]([C@@H:26]3[CH2:28][C@H:27]3[C:29]3[CH:34]=[CH:33][CH:32]=[CH:31][CH:30]=3)=[O:25])[CH:19]=[C:18]3[C:35](=[O:39])[NH:36][N:37]=[CH:38][C:16]([C:17]=23)=[CH:15]1.NN.C([OH:44])C>>[C:35]([OH:39])(=[O:44])[CH3:18].[NH2:3][CH2:12][CH2:13][N:14]1[C:22]2[CH:21]=[C:20]([NH:23][C:24]([C@@H:26]3[CH2:28][C@H:27]3[C:29]3[CH:30]=[CH:31][CH:32]=[CH:33][CH:34]=3)=[O:25])[CH:19]=[C:18]3[C:35](=[O:39])[NH:36][N:37]=[CH:38][C:16]([C:17]=23)=[CH:15]1 |f:3.4|. Reported procedure: The title compound of Example 242 (92 mg, 0.18 mmol) and hydrazine (0.2 ml) were refluxed together in ethanol (14 mL) 3 hours. After evaporation of the volatile components, the residue was subjected to preparative HPLC which afforded the title compound (71.4 mg) as an acetic acid salt in 89% yield. Starting materials: C(C1=CC=CC=C1)OC(=O)NC1C(N(C2=C(C(=N1)C1=CC=CC=C1)C=CC=C2)CC(C)C)=O (3-benzyloxycarbonylamino-1-isobutyl-5-phenyl-1,3-dihydro-2H-1,4-benzodiazepin-2-one), Br (hydrogen bromide), Br (hydrogen bromide). Run in C(Cl)Cl (methylene chloride). Product: NC1C(N(C2=C(C(=N1)C1=CC=CC=C1)C=CC=C2)CC(C)C)=O (3-Amino-1-isobutyl-5-phenyl-1,3-dihydro-2H-1,4-benzodiazepin-2-one). RXN SMILES: C(OC([NH:11][CH:12]1[N:18]=[C:17]([C:19]2[CH:24]=[CH:23][CH:22]=[CH:21][CH:20]=2)[C:16]2[CH:25]=[CH:26][CH:27]=[CH:28][C:15]=2[N:14]([CH2:29][CH:30]([CH3:32])[CH3:31])[C:13]1=[O:33])=O)C1C=CC=CC=1.Br>C(Cl)Cl>[NH2:11][CH:12]1[N:18]=[C:17]([C:19]2[CH:24]=[CH:23][CH:22]=[CH:21][CH:20]=2)[C:16]2[CH:25]=[CH:26][CH:27]=[CH:28][C:15]=2[N:14]([CH2:29][CH:30]([CH3:31])[CH3:32])[C:13]1=[O:33]. Reported procedure: A solution of 3-benzyloxycarbonylamino-1-isobutyl-5-phenyl-1,3-dihydro-2H-1,4-benzodiazepin-2-one (880 mg, 1.99 mmol) in methylene chloride (10 mL) was cooled to 0° C. and saturated with hydrogen bromide gas. The reaction was refluxed overnight, cooled, saturated with hydrogen bromide and refluxed 3 h. Solvent was evaporated and the reaction worked up with saturated sodium bicarbonate solution and methylene chloride. The title compound was isolated by column chromatography (silica gel, 0 to 10% ... Reactants: COC(C)(C)C, CCOC(=O)CC(=O)C=Cc1c(-c2ccc(F)cc2)c2ccccc2n1C(C)C, O=CO, [Na+], O=C([O-])O, CN(C)C=O. Product: CCOC(=O)CC(O)C=Cc1c(-c2ccc(F)cc2)c2ccccc2n1C(C)C. As a reaction SMILES: [C:43]([O:44][CH3:45])([CH3:46])([CH3:47])[CH3:48].[CH2:1]([CH3:2])[O:3][C:4]([CH2:5][C:6]([CH:7]=[CH:8][c:9]1[n:10]([CH:25]([CH3:26])[CH3:27])[c:11]2[cH:12][cH:13][cH:14][cH:15][c:16]2[c:17]1-[c:18]1[cH:19][cH:20][c:21]([F:24])[cH:22][cH:23]1)=[O:28])=[O:29].[CH:30]([OH:31])=[O:32].[Na+:37].[O-:33][C:34]([OH:35])=[O:36].[O:38]=[CH:39][N:40]([CH3:41])[CH3:42]>>[CH2:1]([CH3:2])[O:3][C:4]([CH2:5][CH:6]([CH:7]=[CH:8][c:9]1[n:10]([CH:25]([CH3:26])[CH3:27])[c:11]2[cH:12][cH:13][cH:14][cH:15][c:16]2[c:17]1-[c:18]1[cH:19][cH:20][c:21]([F:24])[cH:22][cH:23]1)[OH:28])=[O:29]. The reactants are CN(C)C=O, COc1ccc(C(=CC(=O)N2CCOCC2)c2ccc(Cl)nc2)cc1OC, [H-], [H][H], [I-], [Na+], O, Oc1ccc(Cl)cc1. The product is COc1ccc(C(=CC(=O)N2CCOCC2)c2ccc(Oc3ccc(Cl)cc3)nc2)cc1OC. RXN SMILES: [CH3:41][N:42]([CH3:43])[CH:44]=[O:45].[Cl:13][c:14]1[n:15][cH:16][c:17]([C:20](=[CH:21][C:22](=[O:23])[N:24]2[CH2:25][CH2:26][O:27][CH2:28][CH2:29]2)[c:30]2[cH:31][c:32]([O:38][CH3:39])[c:33]([O:36][CH3:37])[cH:34][cH:35]2)[cH:18][cH:19]1.[H-:9].[H:11][H:12].[I-:40].[Na+:10].[OH2:46].[OH:1][c:2]1[cH:3][cH:4][c:5]([Cl:6])[cH:7][cH:8]1>>[O:1]([c:2]1[cH:3][cH:4][c:5]([Cl:6])[cH:7][cH:8]1)[c:14]1[n:15][cH:16][c:17]([C:20](=[CH:21][C:22](=[O:23])[N:24]2[CH2:25][CH2:26][O:27][CH2:28][CH2:29]2)[c:30]2[cH:31][c:32]([O:38][CH3:39])[c:33]([O:36][CH3:37])[cH:34][cH:35]2)[cH:18][cH:19]1. Starting materials: CN(CC(=O)O)C(=O)OC(C)(C)C, CN1CCOCC1, COC(=O)CN, ClCCl, Cl. The product is COC(=O)CNC(=O)CN(C)C(=O)OC(C)(C)C. As a reaction SMILES: [C:1](=[O:2])([O:3][C:4]([CH3:5])([CH3:6])[CH3:7])[N:8]([CH3:9])[CH2:10][C:11](=[O:12])[OH:13].[CH3:14][N:15]1[CH2:16][CH2:17][O:18][CH2:19][CH2:20]1.[CH3:21][O:22][C:23]([CH2:24][NH2:25])=[O:26].[Cl:28][CH2:29][Cl:30].[ClH:27]>>[C:1](=[O:2])([O:3][C:4]([CH3:5])([CH3:6])[CH3:7])[N:8]([CH3:9])[CH2:10][C:11](=[O:13])[NH:25][CH2:24][C:23]([O:22][CH3:21])=[O:26].